From a dataset of the Open Reaction Database (ORD), a public repository of structured organic reaction records. describe an organic reaction: reactants, conditions, products, and yield Yields the product C(CCC)C1=CC=C(C(N1)=O)C#N (6-Butyl-2-oxo-1,2-dihydropyridine-3-carbonitrile). Run in C1CCOC1 (THF). As a reaction SMILES: C(NC(C)C)(C)C.[CH2:8]([Li])[CH2:9][CH2:10][CH3:11].[C:13]([C:15]1[C:16](=[O:22])[NH:17][C:18](C)=[CH:19][CH:20]=1)#[N:14].BrCCC>C1COCC1>[CH2:8]([C:18]1[NH:17][C:16](=[O:22])[C:15]([C:13]#[N:14])=[CH:20][CH:19]=1)[CH2:9][CH2:10][CH3:11]. Conditions: temperature -30 celsius, time 0.5 hour. The reactants are C(C)(C)NC(C)C (diisopropylamine), C(CCC)[Li] (n-Butyllithium), BrCCC (1-bromopropane), C(#N)C=1C(NC(=CC1)C)=O (3-Cyano-6-methyl-2(1H)pyridinone). Reported procedure: A solution of diisopropylamine (20.5 mL, 2 eq) in THF (200 mL) was cooled to −5° C. n-Butyllithium (53.5 mL, 2.9 M in hexanes, 2 eq) was added over 10 minutes. The solution was allowed to rise to 0° C., stirred for 0.5 hours, then cooled again to −30° C. 3-Cyano-6-methyl-2(1H)pyridinone (10 g, 75 mmol) was added portionwise, and the mixture was allowed to warm to room temperature and stirred for 2 hours. The solution was then cooled to −50° C., and 1-bromopropane (6.8 mL, 1 eq) was added. The so...